Task: describe an organic reaction: reactants, conditions, products, and yield. Dataset: the Open Reaction Database (ORD), a public repository of structured organic reaction records Reactants: [BH4-], CC(C)(C)N1CCc2c(Cl)nc3ccnn3c21, CO, [Na+], C1CCOC1, Cl[Pd]Cl. Yields the product CC(C)(C)N1CCc2cnc3ccnn3c21. RXN SMILES: [BH4-:18].[C:1]([CH3:2])([CH3:3])([CH3:4])[N:5]1[CH2:6][CH2:7][c:8]2[c:9]([Cl:17])[n:10][c:11]3[n:12]([c:13]21)[n:14][cH:15][cH:16]3.[CH3:25][OH:26].[Na+:19].[O:20]1[CH2:21][CH2:22][CH2:23][CH2:24]1.[Pd:27]([Cl:28])[Cl:29]>>[C:1]([CH3:2])([CH3:3])([CH3:4])[N:5]1[CH2:6][CH2:7][c:8]2[cH:9][n:10][c:11]3[n:12]([c:13]21)[n:14][cH:15][cH:16]3. Reactants: c1(ncc(cn1)B1OC(C(O1)(C)C)(C)C)N, c1(nc(cc(n1)Cl)Cl)N1CCOCC1. The reagents and catalysts are c1ccc(cc1)-c2c3ccccc3cc4ccccc24 (9-Phenylanthracene), Â C(=O)(O)[O-].[Na+]Â Â  (NaHCO3), O (water), [Pd].P(c1ccccc1)(c1ccccc1)c1ccccc1.P(c1ccccc1)(c1ccccc1)c1ccccc1.P(c1ccccc1)(c1ccccc1)c1ccccc1.P(c1ccccc1)(c1ccccc1)c1ccccc1 (Pd(P(Ph)3)4)). Run in CC#N (MeCN). Run at time nan hour. Product: Nc1ncc(cn1)c2cc(Cl)nc(n2)N3CCOCC3. Reaction SMILES: Cl[c:1]1[n:7][c:6]([N:8]2[CH2:13][CH2:12][O:11][CH2:10][CH2:9]2)[n:5][c:3]([Cl:4])[cH:2]1.CC1(C(C)(C)OB([c:14]2[cH:20][n:19][c:17]([NH2:18])[n:16][cH:15]2)O1)C>>[NH2:18][c:17]1[n:19][cH:20][c:14]([c:1]2[n:7][c:6]([N:8]3[CH2:13][CH2:12][O:11][CH2:10][CH2:9]3)[n:5][c:3]([Cl:4])[cH:2]2)[cH:15][n:16]1. Reactants: c1ccc(CN2CC3Cc4ccccc4CC3C2)cc1, CCO, Cl, Cl, [H][H], C1COCCO1, [OH-], [OH-], [Pd+2]. The product is c1ccc2c(c1)CC1CNCC1C2. As a reaction SMILES: [CH2:2]([c:3]1[cH:4][cH:5][cH:6][cH:7][cH:8]1)[N:9]1[CH2:10][CH:11]2[CH2:12][c:13]3[c:14]([cH:18][cH:19][cH:20][cH:21]3)[CH2:15][CH:16]2[CH2:17]1.[CH3:31][CH2:32][OH:33].[ClH:1].[ClH:22].[H:29][H:30].[O:23]1[CH2:24][CH2:25][O:26][CH2:27][CH2:28]1.[OH-:34].[OH-:36].[Pd+2:35]>>[NH:9]1[CH2:10][CH:11]2[CH2:12][c:13]3[c:14]([cH:18][cH:19][cH:20][cH:21]3)[CH2:15][CH:16]2[CH2:17]1.